Task: describe an organic reaction: reactants, conditions, products, and yield. Dataset: the Open Reaction Database (ORD), a public repository of structured organic reaction records Yields the product COc1ccnc(N2CC(C(=O)NCc3ccc(Cl)cc3Cl)N(C)C2=O)n1. RXN SMILES: [C:63](=[O:64])([O-:65])[OH:66].[CH2:19]([N:20]1[CH2:21][CH2:22][O:23][CH2:24][CH2:25]1)[CH3:26].[CH2:39]([N:40]=[C:41]=[N:42][CH2:43][CH2:44][CH2:45][N:46]([CH3:47])[CH3:48])[CH3:49].[CH3:1][N:2]1[C:3](=[O:18])[N:4]([c:10]2[n:11][cH:12][cH:13][c:14]([O:16][CH3:17])[n:15]2)[CH2:5][CH:6]1[C:7](=[O:8])[OH:9].[Cl:50][c:51]1[c:52]([CH2:58][NH2:59])[cH:53][cH:54][c:55]([Cl:57])[cH:56]1.[Cl:60][CH2:61][Cl:62].[ClH:38].[Na+:67].[OH2:27].[OH:28][n:29]1[c:30]2[cH:31][cH:32][cH:33][cH:34][c:35]2[n:36][n:37]1>>[CH3:1][N:2]1[C:3](=[O:18])[N:4]([c:10]2[n:11][cH:12][cH:13][c:14]([O:16][CH3:17])[n:15]2)[CH2:5][CH:6]1[C:7](=[O:9])[NH:59][CH2:58][c:52]1[c:51]([Cl:50])[cH:56][c:55]([Cl:57])[cH:54][cH:53]1. Reactants: O=C([O-])O, CCN1CCOCC1, CCN=C=NCCCN(C)C, COc1ccnc(N2CC(C(=O)O)N(C)C2=O)n1, NCc1ccc(Cl)cc1Cl, ClCCl, Cl, [Na+], O, On1nnc2ccccc21. The reactants are [Si](C1=CC=CC=C1)(C1=CC=CC=C1)(C(C)(C)C)OCC=1C=C(C=CC1)CCCCCCO (6-[3-(t-Butyldiphenylsilyloxymethyl)-phenyl]-hexanol), C(Cl)(Cl)(Cl)Cl (CCl4), O (water), NaIO4, RuCl3(H2O). Run in C(C)#N (acetonitrile), C(C)(=O)OCC (ethyl acetate). Run at time 2 hour. Yields the product [Si](C1=CC=CC=C1)(C1=CC=CC=C1)(C(C)(C)C)OCC=1C=C(C=CC1)CCCCCC(=O)O (6-[3-(t-Butyldiphenylsilyloxymethyl)-phenyl]-hexanoic Acid). RXN SMILES: [Si:1]([O:18][CH2:19][C:20]1[CH:21]=[C:22]([CH2:26][CH2:27][CH2:28][CH2:29][CH2:30][CH2:31][OH:32])[CH:23]=[CH:24][CH:25]=1)([C:14]([CH3:17])([CH3:16])[CH3:15])([C:8]1[CH:13]=[CH:12][CH:11]=[CH:10][CH:9]=1)[C:2]1[CH:7]=[CH:6][CH:5]=[CH:4][CH:3]=1.C(Cl)(Cl)(Cl)Cl.[OH2:38]>C(#N)C.C(OCC)(=O)C>[Si:1]([O:18][CH2:19][C:20]1[CH:21]=[C:22]([CH2:26][CH2:27][CH2:28][CH2:29][CH2:30][C:31]([OH:38])=[O:32])[CH:23]=[CH:24][CH:25]=1)([C:14]([CH3:15])([CH3:16])[CH3:17])([C:8]1[CH:13]=[CH:12][CH:11]=[CH:10][CH:9]=1)[C:2]1[CH:3]=[CH:4][CH:5]=[CH:6][CH:7]=1. Procedure: To a solution of 6-[3-(t-Butyldiphenylsilyloxymethyl)-phenyl]-hexanol (5.9 g, 13.2 mmol) in acetonitrile (28 mL) is added CCl4 (28 mL) and water (43 mL). To this mixture is added NaIO4 (11.7 g, 54 mmol) and RuCl3(H2O) (100 mg, 0.5 mmol). The resulting mixture is stirred for 2 h then diluted with ethyl acetate, washed with water and brine, dried over MgSO4 and activated charcoal, filtered through celite and concentrated. The residue is purified by flash chromatography (silica, 20% ethyl acetate/5... The reactants are CN1CCOCC1 (N-methyl morpholine), CP(=O)(CC)OP(=O)(C)CC (methylethylphosphinic acid anhydride), N([C@@H](CC1=CNC2=CC=CC=C12)C(=O)O)C(=O)OCC1=CC=CC=C1 (Z-Trp-OH), NCC(=O)OC (H-Gly-OMe), C(=O)(O)[O-].[Na+] (NaHCO3). Reaction conditions: time 10 hour. Yields the product N([C@@H](CC1=CNC2=CC=CC=C12)C(=O)NCC(=O)OC)C(=O)OCC1=CC=CC=C1 (Z-Trp-Gly-OCH3). Reaction SMILES: CN1CCOCC1.[NH:8]([C:23]([O:25][CH2:26][C:27]1[CH:32]=[CH:31][CH:30]=[CH:29][CH:28]=1)=[O:24])[C@H:9]([C:20](O)=[O:21])[CH2:10][C:11]1[C:19]2[C:14](=[CH:15][CH:16]=[CH:17][CH:18]=2)[NH:13][CH:12]=1.[NH2:33][CH2:34][C:35]([O:37][CH3:38])=[O:36].CP(OP(CC)(C)=O)(CC)=O.C([O-])(O)=O.[Na+]>>[NH:8]([C:23]([O:25][CH2:26][C:27]1[CH:32]=[CH:31][CH:30]=[CH:29][CH:28]=1)=[O:24])[C@H:9]([C:20]([NH:33][CH2:34][C:35]([O:37][CH3:38])=[O:36])=[O:21])[CH2:10][C:11]1[C:19]2[C:14](=[CH:15][CH:16]=[CH:17][CH:18]=2)[NH:13][CH:12]=1 |f:4.5|. Reported procedure: At 0° C. there were added while stirring 6.5 ml of N-methyl morpholine to a mixture of 3.35 g (0.05 mol) of Z-Trp-OH and 1.25 g of H-Gly-OMe. Into the solution obtained there were added dropwise at the temperature specified, while stirring, 4 g of methylethylphosphinic acid anhydride. The mixture was allowed to stand at room temperature for 10 hours and the solvent was separated by distillation in vacuo at room temperature. The residue was taken up by a mixture of 25 ml of water and 70 ml of eth... Reactants: C(C1=CC=CC=C1)O[C@H]1[C@H](SCC)O[C@@H]([C@@H]([C@@H]1OCC1=CC=CC=C1)OCC(=O)OC(C)(C)C)COCC(=O)OC(C)(C)C (Ethyl 2,3-di-O-benzyl-4,6-di-O-tert-butyloxycarbonylmethyl-1-thio-β-D-galactopyranoside), N(=[N+]=[N-])[C@@H](CO)[C@@H](\C=C\CCCCCCCCCCCCC)OC(C1=CC=CC=C1)=O ((2S,3R,4E)-2-azido-3-benzoyloxy-4-octadecenol), O1CCOCC1 (dioxane). Run in C(Cl)Cl.C1=CC=CC=C1 (methylene chloride benzene). The product is C(CCCCCCCCCCCCCCC)(=O)N[C@@H](CO[C@@H]1[C@H](OCC2=CC=CC=C2)[C@@H](OCC2=CC=CC=C2)[C@@H](OCC(=O)OC(C)(C)C)[C@H](O1)COCC(=O)OC(C)(C)C)[C@@H](\C=C\CCCCCCCCCCCCC)OC(C1=CC=CC=C1)=O ((2S,3R,4E)-2-Hexadecanoylamino-3-benzoyloxy-1-(4,6-di-O-tert-butyloxycarbonylmethyl-2,3-di-O-benzyl-α-D-galactopyranosyloxy)-4-octadecene). The yield is 66.0%. As a reaction SMILES: [CH2:1]([O:8][C@@H:9]1[C@@H:17]([O:18][CH2:19][C:20]2[CH:25]=[CH:24][CH:23]=[CH:22][CH:21]=2)[C@@H:16]([O:26][CH2:27][C:28]([O:30][C:31]([CH3:34])([CH3:33])[CH3:32])=[O:29])[C@@H:15]([CH2:35][O:36][CH2:37][C:38]([O:40][C:41]([CH3:44])([CH3:43])[CH3:42])=[O:39])[O:14][C@H:10]1SCC)[C:2]1[CH:7]=[CH:6][CH:5]=[CH:4][CH:3]=1.[N:45]([C@H:48]([C@H:51]([O:67][C:68](=[O:75])[C:69]1[CH:74]=[CH:73][CH:72]=[CH:71][CH:70]=1)/[CH:52]=[CH:53]/[CH2:54][CH2:55][CH2:56][CH2:57][CH2:58][CH2:59][CH2:60][CH2:61][CH2:62][CH2:63][CH2:64][CH2:65][CH3:66])[CH2:49][OH:50])=[N+]=[N-].[O:76]1[CH2:81][CH2:80]OCC1>C(Cl)Cl.C1C=CC=CC=1>[C:81]([NH:45][C@H:48]([C@H:51]([O:67][C:68](=[O:75])[C:69]1[CH:74]=[CH:73][CH:72]=[CH:71][CH:70]=1)/[CH:52]=[CH:53]/[CH2:54][CH2:55][CH2:56][CH2:57][CH2:58][CH2:59][CH2:60][CH2:61][CH2:62][CH2:63][CH2:64][CH2:65][CH3:66])[CH2:49][O:50][C@H:10]1[O:14][C@H:15]([CH2:16][O:26][CH2:27][C:28]([O:30][C:31]([CH3:34])([CH3:32])[CH3:33])=[O:29])[C@H:35]([O:36][CH2:37][C:38]([O:40][C:41]([CH3:44])([CH3:42])[CH3:43])=[O:39])[C@H:17]([O:18][CH2:19][C:20]2[CH:25]=[CH:24][CH:23]=[CH:22][CH:21]=2)[C@H:9]1[O:8][CH2:1][C:2]1[CH:3]=[CH:4][CH:5]=[CH:6][CH:7]=1)(=[O:76])[CH2:80][CH2:62][CH2:61][CH2:60][CH2:59][CH2:58][CH2:57][CH2:56][CH2:55][CH2:54][CH2:53][CH2:52][CH2:51][CH2:48][CH3:49] |f:3.4|. Procedure details: Ethyl 2,3-di-O-benzyl-4,6-di-O-tert-butyloxycarbonylmethyl-1-thio-β-D-galactopyranoside (0.555 g, 0.88 mmol) and (2S,3R,4E)-2-azido-3-benzoyloxy-4-octadecenol (0.239 g, 0.55 mmol) were reacted by the general procedure as described in Example 1-D using methylene chloride/benzene (1:1) as solvents instead of dioxane and afforded the α-anomer (0.174 g, 31%) and the β-anomer (0.365 g, 66%) of the title compound as yellow oils. Starting materials: CC(C)CC(Br)C(=O)O, O, c1ccc2[nH]ncc2c1. Yields the product CC(C)CC(C(=O)O)n1cc2ccccc2n1. RXN SMILES: [Br:10][CH:11]([C:12](=[O:13])[OH:14])[CH2:15][CH:16]([CH3:17])[CH3:18].[OH2:19].[nH:1]1[n:2][cH:3][c:4]2[cH:5][cH:6][cH:7][cH:8][c:9]12>>[n:1]1[n:2]([CH:11]([C:12](=[O:13])[OH:14])[CH2:15][CH:16]([CH3:17])[CH3:18])[cH:3][c:4]2[cH:5][cH:6][cH:7][cH:8][c:9]12. Starting materials: IC1=C(N)C=C(C=C1Br)Br (2-iodo-3,5-dibromoaniline), C(C1=CC=CC=C1)C(C(=O)[O-])=O (benzylglyoxylate), [O-]S(=O)(=O)[O-].[Na+].[Na+] (Na2SO4), C1(=CC=CC=C1)C (toluene). Reaction conditions: time 5 minute. Yields the product C(C1=CC=CC=C1)OC(C(CC=C)NC1=C(C(=CC(=C1)Br)Br)I)=O ((+/-)2-(3,5-Dibromo-2-Iodo-Phenylamino)Pent-4-Enoic Acid Benzyl Ester). RXN SMILES: [I:1][C:2]1[C:8]([Br:9])=[CH:7][C:6]([Br:10])=[CH:5][C:3]=1[NH2:4].[CH2:11]([C:18](=O)[C:19]([O-:21])=[O:20])[C:12]1C=CC=C[CH:13]=1.[O-]S([O-])(=O)=O.[Na+].[Na+].[C:30]1([CH3:36])[CH:35]=[CH:34][CH:33]=[CH:32][CH:31]=1>>[CH2:36]([O:21][C:19](=[O:20])[CH:18]([NH:4][C:3]1[CH:5]=[C:6]([Br:10])[CH:7]=[C:8]([Br:9])[C:2]=1[I:1])[CH2:11][CH:12]=[CH2:13])[C:30]1[CH:35]=[CH:34][CH:33]=[CH:32][CH:31]=1 |f:2.3.4|. Procedure: To a solution of 2-iodo-3,5-dibromoaniline (1.1 g) in dry toluene (20 ml) were added benzylglyoxylate (0.530 g) and Na2SO4 (1 g). The mixture was refluxed overnight. After filtration the resulting solution was concentrated under vacuum to a brown oil, which was then taken up with dry dichloromethane (20 ml). After cooling to -78°, TiCl4 (0.318 ml) was slowly added with a syringe and stirring continued for 5 min. The solution was then allowed to warm to room temperature over 30 min by removing th... Starting materials: S(=O)(=O)([O-])[O-] (sulfate), S(O)(O)(=O)=O (sulfuric acid), C(=O)([O-])[O-].[Ca+2] (calcium carbonate slurry), S([O-])(O)=O (bisulfite), S(O)(O)(=O)=O (sulfuric acid), C([O-])([O-])=O.[Ca+2] (calcium carbonate). The product is S(=O)(=O)([O-])[O-].[Ca+2] (calcium sulfate), C(=O)=O (carbon dioxide). Reaction SMILES: [C:1]([O-])([O-:3])=[O:2].[Ca+2:5].S(=O)(O)[O-].[S:10]([O-:14])([O-:13])(=[O:12])=[O:11].S(=O)(=O)(O)O>>[S:10]([O-:14])([O-:13])(=[O:12])=[O:11].[Ca+2:5].[C:1](=[O:3])=[O:2] |f:0.1,5.6|. Reported procedure: oxidizing the regeneration bleed and then reacting the oxidized material in a first stage reactor with a calcium carbonate slurry, whereby alkali bisulfite is oxidized to alkali sulfate and sulfuric acid in the oxidation step and the sulfuric acid reacts with the calcium carbonate in the first stage reactor to produce calcium sulfate and carbon dioxide, which may be stripped off by an air stream fed to the bottom of the first stage reactor; The reactants are CC1(NC(=O)OC(C)(C)C)CCN(Cc2ccccc2)CC1, CO, CCOC(C)=O, [OH-], [OH-], [Pd+2]. Product: CC1(NC(=O)OC(C)(C)C)CCNCC1. Reaction SMILES: [CH2:1]([c:2]1[cH:3][cH:4][cH:5][cH:6][cH:7]1)[N:8]1[CH2:9][CH2:10][C:11]([CH3:14])([NH:15][C:16]([O:17][C:18]([CH3:19])([CH3:20])[CH3:21])=[O:22])[CH2:12][CH2:13]1.[CH3:23][OH:24].[CH3:25][CH2:26][O:27][C:28](=[O:29])[CH3:30].[OH-:31].[OH-:32].[Pd+2:33]>>[NH:8]1[CH2:9][CH2:10][C:11]([CH3:14])([NH:15][C:16]([O:17][C:18]([CH3:19])([CH3:20])[CH3:21])=[O:22])[CH2:12][CH2:13]1. The reactants are [BH4-], Cn1ccnc1C=O, CO, COC(OC)OC, CCCN(CCC)Cc1ccc(NC(=O)c2ccc(CN)cc2)cc1, [Na+]. The product is CCCN(CCC)Cc1ccc(NC(=O)c2ccc(CNCc3nccn3C)cc2)cc1. RXN SMILES: [BH4-:41].[CH3:26][n:27]1[c:28]([CH:32]=[O:33])[n:29][cH:30][cH:31]1.[CH3:43][OH:44].[CH:34]([O:35][CH3:36])([O:37][CH3:38])[O:39][CH3:40].[NH2:1][CH2:2][c:3]1[cH:4][cH:5][c:6]([C:7](=[O:8])[NH:9][c:10]2[cH:11][cH:12][c:13]([CH2:16][N:17]([CH2:18][CH2:19][CH3:20])[CH2:21][CH2:22][CH3:23])[cH:14][cH:15]2)[cH:24][cH:25]1.[Na+:42]>>[NH:1]([CH2:2][c:3]1[cH:4][cH:5][c:6]([C:7](=[O:8])[NH:9][c:10]2[cH:11][cH:12][c:13]([CH2:16][N:17]([CH2:18][CH2:19][CH3:20])[CH2:21][CH2:22][CH3:23])[cH:14][cH:15]2)[cH:24][cH:25]1)[CH2:32][c:28]1[n:27]([CH3:26])[cH:31][cH:30][n:29]1. The reactants are O1C(CCCC1)OCC=C(CCC=C(CCC=C(CCC=C(C)C)C)C=O)C (7-formyl-3,11,15-trimethyl-2,6,10,14-hexadecatetraen-1-ol tetrahydropyranyl ether), C1(=CC=C(C=C1)S(=O)(=O)O)C (p-toluenesulfonic acid), C(O)([O-])=O.[Na+] (sodium hydrogencarbonate). The solvent is CO (methanol). Run at time 8 hour. Yields the product C(=O)/C(=C/CC/C(=C/CO)/C)/CC\C=C(\CCC=C(C)C)/C ((E,E,E)-7-Formyl-3,11,15-trimethyl-2,6,10,14-hexadecatetraen-1-ol). As a reaction SMILES: O1CCCCC1[O:7][CH2:8][CH:9]=[C:10]([CH3:28])[CH2:11][CH2:12][CH:13]=[C:14]([CH:26]=[O:27])[CH2:15][CH2:16][CH:17]=[C:18]([CH3:25])[CH2:19][CH2:20][CH:21]=[C:22]([CH3:24])[CH3:23].C1(C)C=CC(S(O)(=O)=O)=CC=1.C(=O)([O-])O.[Na+]>CO>[CH:26](/[C:14](/[CH2:15][CH2:16]/[CH:17]=[C:18](\[CH3:25])/[CH2:19][CH2:20][CH:21]=[C:22]([CH3:24])[CH3:23])=[CH:13]/[CH2:12][CH2:11]/[C:10](/[CH3:28])=[CH:9]/[CH2:8][OH:7])=[O:27] |f:2.3|. Reported procedure: In 100 ml of methanol was dissolved 10.0 g of 7-formyl-3,11,15-trimethyl-2,6,10,14-hexadecatetraen-1-ol tetrahydropyranyl ether prepared in Example 2-(1), and to this solution was added 100 mg of p-toluenesulfonic acid. The mixture was allowed to stand overnight at room temperature and neutralized with an aqueous sodium hydrogencarbonate solution. The methanol was distilled off, and the residue was extracted with ether. (E,E,E)-7-Formyl-3,11,15-trimethyl-2,6,10,14-hexadecatetraen-1-ol obtained f...